This data is from the Open Reaction Database (ORD), a public repository of structured organic reaction records. The task is: describe an organic reaction: reactants, conditions, products, and yield Reactants: NS(=O)(=O)c1ccc(-n2nc(C(F)(F)F)c(Cl)c2-c2ccc(Br)cc2)cn1, CCCC[Sn](CCCC)(CCCC)c1cscn1, C1COCCO1, [Cl-], [Li+]. Yields the product NS(=O)(=O)c1ccc(-n2nc(C(F)(F)F)c(Cl)c2-c2ccc(-c3cscn3)cc2)cn1. Reaction SMILES: [Br:1][c:2]1[cH:3][cH:4][c:5](-[c:8]2[c:9]([Cl:27])[c:10]([C:23]([F:24])([F:25])[F:26])[n:11][n:12]2-[c:13]2[cH:14][cH:15][c:16]([S:19](=[O:20])(=[O:21])[NH2:22])[n:17][cH:18]2)[cH:6][cH:7]1.[CH2:28]([Sn:29]([CH2:30][CH2:31][CH2:32][CH3:38])([c:33]1[n:34][cH:35][s:36][cH:37]1)[CH2:39][CH2:40][CH2:41][CH3:42])[CH2:43][CH2:44][CH3:45].[CH2:48]1[O:49][CH2:50][CH2:51][O:52][CH2:53]1.[Cl-:47].[Li+:46]>>[c:2]1(-[c:33]2[n:34][cH:35][s:36][cH:37]2)[cH:3][cH:4][c:5](-[c:8]2[c:9]([Cl:27])[c:10]([C:23]([F:24])([F:25])[F:26])[n:11][n:12]2-[c:13]2[cH:14][cH:15][c:16]([S:19](=[O:20])(=[O:21])[NH2:22])[n:17][cH:18]2)[cH:6][cH:7]1.